This data is from the Open Reaction Database (ORD), a public repository of structured organic reaction records. The task is: describe an organic reaction: reactants, conditions, products, and yield Reactants: COc1cc(CC(O)CO)c(OCc2ccccc2)c2c1C1CCC2C1, Cc1ccc(S(=O)(=O)Cl)cc1, c1ccncc1. Product: COc1cc(CC(O)COS(=O)(=O)c2ccc(C)cc2)c(OCc2ccccc2)c2c1C1CCC2C1. RXN SMILES: [CH2:1]([c:2]1[cH:3][cH:4][cH:5][cH:6][cH:7]1)[O:8][c:9]1[c:10]2[c:15]([c:16]([O:24][CH3:25])[cH:17][c:18]1[CH2:19][CH:20]([CH2:21][OH:22])[OH:23])[CH:14]1[CH2:13][CH2:12][CH:11]2[CH2:26]1.[c:27]1([CH3:37])[cH:28][cH:29][c:30]([S:33](=[O:34])(=[O:35])[Cl:36])[cH:31][cH:32]1.[cH:38]1[cH:39][cH:40][n:41][cH:42][cH:43]1>>[CH2:1]([c:2]1[cH:3][cH:4][cH:5][cH:6][cH:7]1)[O:8][c:9]1[c:10]2[c:15]([c:16]([O:24][CH3:25])[cH:17][c:18]1[CH2:19][CH:20]([CH2:21][O:22][S:33]([c:30]1[cH:29][cH:28][c:27]([CH3:37])[cH:32][cH:31]1)(=[O:34])=[O:35])[OH:23])[CH:14]1[CH2:13][CH2:12][CH:11]2[CH2:26]1. Starting materials: S(=S)(=O)([O-])[O-].[Na+].[Na+] (sodium thiosulfate), ClC=1C=C(C(=O)OO)C=CC1 (3-chloroperoxybenzoic acid), C(C)SC1=NC=CC=C1C=1SC2=C(N1)C=C(C=C2)C(F)(F)F (2-(2-ethylsulfanylpyridin-3-yl)-5-(trifluoromethyl)benzothiazole), ClC=1C=C(C(=O)OO)C=CC1 (3-chloroperoxybenzoic acid). Run in C(Cl)(Cl)Cl (chloroform). Reaction conditions: time 30 minute. Product: C(C)S(=O)(=O)C1=NC=CC=C1C=1SC2=C(N1)C=C(C=C2)C(F)(F)F (2-(2-ethylsulfonylpyridin-3-yl)-5-(trifluoromethyl)benzothiazole). RXN SMILES: Cl[C:2]1C=C(C=C[CH:11]=1)C(OO)=O.C(S[C:15]1[C:20]([C:21]2[S:22][C:23]3[CH:29]=[CH:28][C:27]([C:30]([F:33])([F:32])[F:31])=[CH:26][C:24]=3[N:25]=2)=[CH:19][CH:18]=[CH:17][N:16]=1)C.[S:34]([O-:38])([O-])(=[O:36])=S.[Na+].[Na+]>C(Cl)(Cl)Cl>[CH2:2]([S:34]([C:15]1[C:20]([C:21]2[S:22][C:23]3[CH:29]=[CH:28][C:27]([C:30]([F:32])([F:33])[F:31])=[CH:26][C:24]=3[N:25]=2)=[CH:19][CH:18]=[CH:17][N:16]=1)(=[O:38])=[O:36])[CH3:11] |f:2.3.4|. Reported procedure: 265 mg of 3-chloroperoxybenzoic acid (purity of 65% or more) was added to a mixture of 0.38 g of 2-(2-ethylsulfanylpyridin-3-yl)-5-(trifluoromethyl)benzothiazole and 4 ml of chloroform under ice cooling, then the mixture was stirred for 30 minutes under ice cooling. 265 mg of 3-chloroperoxybenzoic acid (purity of 65% or more) was added to the reaction mixture under ice cooling, then the mixture was stirred at room temperature for 1 hour. An aqueous sodium thiosulfate solution was poured to the r...